Dataset: the Open Reaction Database (ORD), a public repository of structured organic reaction records. Task: describe an organic reaction: reactants, conditions, products, and yield Reactants: O=CO, Cc1ccc(S(N)(=O)=O)cc1F, [K+], O=[Mn](=O)(=O)[O-], [Na+], [Na+], O=C([O-])[O-], O. Yields the product NS(=O)(=O)c1ccc(C(=O)O)c(F)c1. RXN SMILES: [CH:25]([OH:26])=[O:27].[F:1][c:2]1[cH:3][c:4]([S:9](=[O:10])(=[O:11])[NH2:12])[cH:5][cH:6][c:7]1[CH3:8].[K+:24].[Mn:19]([O-:20])(=[O:21])(=[O:22])=[O:23].[Na+:13].[Na+:14].[O-:15][C:16]([O-:17])=[O:18].[OH2:28]>>[F:1][c:2]1[cH:3][c:4]([S:9](=[O:10])(=[O:11])[NH2:12])[cH:5][cH:6][c:7]1[C:16]([OH:15])=[O:18].